Dataset: the Open Reaction Database (ORD), a public repository of structured organic reaction records. Task: describe an organic reaction: reactants, conditions, products, and yield Starting materials: COCCOCC(=O)O (2-methoxyethoxyacetic acid), O=S(Cl)Cl (SOCl2). Run at time 2 hour. Yields the product COCCOCC(=O)Cl (2-methoxyethoxyacetyl chloride). Yield: 92.5%. Reaction SMILES: [CH3:1][O:2][CH2:3][CH2:4][O:5][CH2:6][C:7]([OH:9])=O.O=S(Cl)[Cl:12]>>[CH3:1][O:2][CH2:3][CH2:4][O:5][CH2:6][C:7]([Cl:12])=[O:9]. Procedure: To 2-methoxyethoxyacetic acid (670 mg.; 4.00 mmoles) was added at 0°-2° under N2 atmosphere, SOCl2 (5 ml.). The mixture was stirred at room temperature under N2 for 2 hours. Excess SOCl2 was evaporated and the residue was diluted with dry benzene (15 ml.), evaporated again, and dried over NaOH (in vacuo) to yield 2-methoxyethoxyacetyl chloride (705 mg.; 4.62 mmoles; yield 92.5%) as a colorless liquid. nmr (CDCl3): δppm 3.40 (3H, s, --OCH3), 3.4-3.9 (4H, m, --CH2CH2 --), 4.56 (2H, s, ClOCH2O--); ... The reactants are O=C(O)CC1=CCCCC1, CC(C)COC(=O)C(C)N, Cl. Yields the product CC(C)COC(=O)C(C)NC(=O)CC1=CCCCC1. RXN SMILES: [C:1]1([CH2:7][C:8](=[O:9])[OH:10])=[CH:2][CH2:3][CH2:4][CH2:5][CH2:6]1.[CH2:12]([CH:13]([CH3:14])[CH3:15])[O:16][C:17]([CH:18]([NH2:19])[CH3:20])=[O:21].[ClH:11]>>[C:1]1([CH2:7][C:8](=[O:10])[NH:19][CH:18]([C:17]([O:16][CH2:12][CH:13]([CH3:14])[CH3:15])=[O:21])[CH3:20])=[CH:2][CH2:3][CH2:4][CH2:5][CH2:6]1. Conditions: time 8 hour. Run in C(C)(=O)OCC (ethyl acetate), C1CCOC1 (THF), C1CCOC1 (THF). Procedure details: A mixture of 3-[4-(1-methylethyl)phenyl]pyridin-2-amine (700 mg) in dehydrated THF (15 mL) was added to a mixture of sodium hydride (60%, 659 mg) and 2-chloroethanesulfonyl chloride (1613 mg) in dehydrated THF (15 mL) under ice-cooling. The reaction mixture was stirred at room temperature overnight, and saturated aqueous sodium hydrogen carbonate solution and ethyl acetate were added. The resulting precipitate was collected by filtration, and washed with water and ethyl acetate to give the title... The reactants are C(O)([O-])=O.[Na+] (sodium hydrogen carbonate), CC(C)C1=CC=C(C=C1)C=1C(=NC=CC1)N (3-[4-(1-methylethyl)phenyl]pyridin-2-amine), [H-].[Na+] (sodium hydride), ClCCS(=O)(=O)Cl (2-chloroethanesulfonyl chloride). Isolated yield 74.0%. As a reaction SMILES: [CH3:1][CH:2]([C:4]1[CH:9]=[CH:8][C:7]([C:10]2[C:11]([NH2:16])=[N:12][CH:13]=[CH:14][CH:15]=2)=[CH:6][CH:5]=1)[CH3:3].[H-].[Na+].Cl[CH2:20][CH2:21][S:22](Cl)(=[O:24])=[O:23].C(=O)([O-])O.[Na+]>C1COCC1.C(OCC)(=O)C>[CH3:3][CH:2]([C:4]1[CH:5]=[CH:6][C:7]([C:10]2[C:11]3=[N:16][S:22](=[O:24])(=[O:23])[CH2:21][CH2:20][N:12]3[CH:13]=[CH:14][CH:15]=2)=[CH:8][CH:9]=1)[CH3:1] |f:1.2,4.5|. Yields the product CC(C)C1=CC=C(C=C1)C1=CC=CN2C1=NS(CC2)(=O)=O (9-[4-(1-methylethyl)phenyl]-3,4-dihydropyrido[2,1-c][1,2,4]thiadiazine 2,2-dioxide). Reactants: NC=1C(=NC(=C(N1)Cl)Cl)C=O (3-amino-5,6-dichloropyrazinaldehyde), C(C1=CC=CC=C1)(=O)NN (benzoic hydrazide). The solvent is C(C)O (ethanol). Product: NC=1C(=NC(=C(N1)Cl)Cl)C=NNC(C1=CC=CC=C1)=O (benzoic acid 2-[(3-amino-5,6-dichloropyrazinyl)methylene]hydrazide). Reaction SMILES: [NH2:1][C:2]1[C:3]([CH:10]=O)=[N:4][C:5]([Cl:9])=[C:6]([Cl:8])[N:7]=1.[C:12]([NH:20][NH2:21])(=[O:19])[C:13]1[CH:18]=[CH:17][CH:16]=[CH:15][CH:14]=1>C(O)C>[NH2:1][C:2]1[C:3]([CH:10]=[N:21][NH:20][C:12](=[O:19])[C:13]2[CH:18]=[CH:17][CH:16]=[CH:15][CH:14]=2)=[N:4][C:5]([Cl:9])=[C:6]([Cl:8])[N:7]=1. Procedure details: In a similar manner, 0.96 gram (0.005 mole) of 3-amino-5,6-dichloropyrazinaldehyde, 0.08 gram (0.005 mole) of benzoic hydrazide and 100 milliliters of ethanol were mixed together and refluxed for 10 minutes to obtain a benzoic acid 2-[(3-amino-5,6-dichloropyrazinyl)methylene]hydrazide product. The product was recovered and recrystallized three times from ethanol to obtain yellow crystals which after drying 2 hours at 100° C. had the following elemental analyses. Starting materials: ClC1=NC=C(C=C1C(=O)N[C@@H](C)C1=CC=C(C(=O)OC)C=C1)Cl (Methyl 4-((1S)-1-{[(2,5-dichloropyridin-3-yl)carbonyl]amino}ethyl)benzoate), FC=1C=C(C=CC1C)O (3-fluoro-4-methylphenol). Yields the product ClC=1C=C(C(=NC1)OC1=CC(=C(C=C1)C)F)C(=O)N[C@@H](C)C1=CC=C(C(=O)OC)C=C1 (Methyl 4-[(1S)-1-({[5-chloro-2-(3-fluoro-4-methylphenoxy)pyridin-3-yl]carbonyl}amino)ethyl]benzoate). RXN SMILES: Cl[C:2]1[C:7]([C:8]([NH:10][C@H:11]([C:13]2[CH:22]=[CH:21][C:16]([C:17]([O:19][CH3:20])=[O:18])=[CH:15][CH:14]=2)[CH3:12])=[O:9])=[CH:6][C:5]([Cl:23])=[CH:4][N:3]=1.[F:24][C:25]1[CH:26]=[C:27]([OH:32])[CH:28]=[CH:29][C:30]=1[CH3:31]>>[Cl:23][C:5]1[CH:6]=[C:7]([C:8]([NH:10][C@H:11]([C:13]2[CH:22]=[CH:21][C:16]([C:17]([O:19][CH3:20])=[O:18])=[CH:15][CH:14]=2)[CH3:12])=[O:9])[C:2]([O:32][C:27]2[CH:28]=[CH:29][C:30]([CH3:31])=[C:25]([F:24])[CH:26]=2)=[N:3][CH:4]=1. Procedure details: The title compound was prepared according to the procedure described in step 2 of Example 45 methyl 4-((1S)-1-{[(2,5-dichloropyridin-3-yl)carbonyl]amino}ethyl)benzoate (step 1 of Example 48) and 3-fluoro-4-methylphenol: 1H-NMR (CDCl3) δ 8.54 (1H, d, J=2.8 Hz), 8.14 (1H, d, J=2.8 Hz), 8.07 (1H, d, J=7.7 Hz), 8.00 (2H, d, J=8.4 Hz), 7.41 (2H, d, J=8.4 Hz), 7.26 (1H, m), 6.25 (2H, m), 5.36 (1H, m), 3.91 (3H, s), 2.30 (3H, s), 1.59 (3H, d, J=7.0 Hz); MS (ESI) m/z 443 (M+H)+, 441 (M−H)−. Reactants: C(C)(C)(C)OC(=O)N1C(C(CC1)C(C)O)=O (1-t-butyloxycarbonyl-3-(1-hydroxyethyl)-2-oxopyrrolidine), O1CCCC=C1 (3,4-dihydro-2H-pyran), C1(=CC=C(C=C1)S(=O)(=O)O)C (p-toluenesulfonic acid). The solvent is ClCCl (dichlormethane). Reaction conditions: time 1 hour. The product is C(C)(C)(C)OC(=O)N1C(C(CC1)C(C)OC1OCCCC1)=O (1-t-butyloxycarbonyl-3-{1-(tetrahydropyran-2-yloxy)ethyl}-2-oxopyrrolidine). RXN SMILES: [C:1]([O:5][C:6]([N:8]1[CH2:12][CH2:11][CH:10]([CH:13]([OH:15])[CH3:14])[C:9]1=[O:16])=[O:7])([CH3:4])([CH3:3])[CH3:2].[O:17]1[CH:22]=[CH:21][CH2:20][CH2:19][CH2:18]1.C1(C)C=CC(S(O)(=O)=O)=CC=1>ClCCl>[C:1]([O:5][C:6]([N:8]1[CH2:12][CH2:11][CH:10]([CH:13]([O:15][CH:18]2[CH2:19][CH2:20][CH2:21][CH2:22][O:17]2)[CH3:14])[C:9]1=[O:16])=[O:7])([CH3:2])([CH3:4])[CH3:3]. Procedure details: To a solution of 1-t-butyloxycarbonyl-3-(1-hydroxyethyl)-2-oxopyrrolidine (15 g) in dichlormethane (200 ml) were added 3,4-dihydro-2H-pyran (11.9 ml) and p-toluenesulfonic acid (1.2 g) at 0° C. After stirring for 1 hour at the same temperature, the solution was washed in turn with saturated aqueous bicarbonate and brine. The dried solution was evaporated, and the obtained residue was chromatographed on silica gel eluting with a mixture of n-hexane and ethyl acetate (2:1-3:1, V/V) to give 1-t-but... Reactants: [Al+3], [Cl-], [Cl-], [Cl-], ClCCl, O=C(Cl)CCc1ccccc1F, O. Yields the product O=C1CCc2c(F)cccc21. Reaction SMILES: [Al+3:14].[Cl-:13].[Cl-:15].[Cl-:16].[Cl:18][CH2:19][Cl:20].[F:1][c:2]1[c:3]([CH2:8][CH2:9][C:10](=[O:11])[Cl:12])[cH:4][cH:5][cH:6][cH:7]1.[OH2:17]>>[F:1][c:2]1[c:3]2[c:4]([cH:5][cH:6][cH:7]1)[C:10](=[O:11])[CH2:9][CH2:8]2. Starting materials: BrC1=CC=C(C=C1)C(C(C)(C)N1N=CN(C1=O)C1=CC=C(C=C1)N1CCN(CC1)C1=CC=C(C=C1)O)=O (2-[2-(4-bromophenyl)-1,1-dimethyl-2-oxoethyl]-2,4-dihydro-4-[4-[4-(4-hydroxyphenyl)-1-piperazinyl]phenyl]-3H-1,2,4-triazol-3-one), [BH4-].[Na+] (sodium tetrahydroborate), C(C)(=O)O (Acetic acid). Solvent: O (water), O1CCOCC1 (1,4-dioxane), CO (methanol), O (water). Reaction conditions: time 8 hour. Yields the product BrC1=CC=C(C=C1)C(C(C)(C)N1N=CN(C1=O)C1=CC=C(C=C1)N1CCN(CC1)C1=CC=C(C=C1)O)O ((±)-2-[2-(4-bromophenyl)-2-hydroxy-1,1-dimethylethyl]-2,4-dihydro-4-[4-[4-(4-hydroxyphenyl)-1-piperazinyl]phenyl]-3H-1,2,4-triazol-3-one). The yield is 86.6%. RXN SMILES: [Br:1][C:2]1[CH:7]=[CH:6][C:5]([C:8](=[O:37])[C:9]([N:12]2[C:16](=[O:17])[N:15]([C:18]3[CH:23]=[CH:22][C:21]([N:24]4[CH2:29][CH2:28][N:27]([C:30]5[CH:35]=[CH:34][C:33]([OH:36])=[CH:32][CH:31]=5)[CH2:26][CH2:25]4)=[CH:20][CH:19]=3)[CH:14]=[N:13]2)([CH3:11])[CH3:10])=[CH:4][CH:3]=1.[BH4-].[Na+].C(O)(=O)C>O1CCOCC1.CO.O>[Br:1][C:2]1[CH:7]=[CH:6][C:5]([CH:8]([OH:37])[C:9]([N:12]2[C:16](=[O:17])[N:15]([C:18]3[CH:19]=[CH:20][C:21]([N:24]4[CH2:25][CH2:26][N:27]([C:30]5[CH:31]=[CH:32][C:33]([OH:36])=[CH:34][CH:35]=5)[CH2:28][CH2:29]4)=[CH:22][CH:23]=3)[CH:14]=[N:13]2)([CH3:11])[CH3:10])=[CH:4][CH:3]=1 |f:1.2|. Procedure: A mixture of 2-[2-(4-bromophenyl)-1,1-dimethyl-2-oxoethyl]-2,4-dihydro-4-[4-[4-(4-hydroxyphenyl)-1-piperazinyl]phenyl]-3H-1,2,4-triazol-3-one (0.009 mol) and sodium tetrahydroborate (0.025 mol) in 1,4-dioxane (100 ml), methanol (30 ml) and water (50 ml) was stirred overnight. Acetic acid (5 ml) was added, followed by addition of water (500 ml). Crystallization resulted. The reaction mixture was stirred for 4 hours at room temperature. The precipitate was filtered off by suction (Buchner) and the... The reactants are CCCCNCCCC, CCCCOC(=O)C=O, CCC=O. Product: CCCCOC(=O)C=C(C)C=O. As a reaction SMILES: [CH2:14]([NH:15][CH2:16][CH2:17][CH2:18][CH3:19])[CH2:20][CH2:21][CH3:22].[CH2:1]([CH2:2][CH2:3][CH3:4])[O:5][C:6]([CH:7]=[O:8])=[O:9].[CH:10]([CH2:11][CH3:12])=[O:13]>>[CH2:1]([CH2:2][CH2:3][CH3:4])[O:5][C:6]([CH:7]=[C:11]([CH:10]=[O:13])[CH3:12])=[O:9]. Reactants: Fc1cccc(CCl)c1, CC(=O)NCC(C)Oc1cccc2ncnc(Nc3ccc(O)c(C)c3)c12. The product is CC(=O)NCC(C)Oc1cccc2ncnc(Nc3ccc(OCc4cccc(F)c4)c(C)c3)c12. RXN SMILES: [Cl:1][CH2:2][c:3]1[cH:4][c:5]([F:9])[cH:6][cH:7][cH:8]1.[OH:10][c:11]1[c:12]([CH3:36])[cH:13][c:14]([NH:17][c:18]2[n:19][cH:20][n:21][c:22]3[cH:23][cH:24][cH:25][c:26]([O:28][CH:29]([CH2:30][NH:31][C:32]([CH3:33])=[O:34])[CH3:35])[c:27]23)[cH:15][cH:16]1>>[CH2:2]([c:3]1[cH:4][c:5]([F:9])[cH:6][cH:7][cH:8]1)[O:10][c:11]1[c:12]([CH3:36])[cH:13][c:14]([NH:17][c:18]2[n:19][cH:20][n:21][c:22]3[cH:23][cH:24][cH:25][c:26]([O:28][CH:29]([CH2:30][NH:31][C:32]([CH3:33])=[O:34])[CH3:35])[c:27]23)[cH:15][cH:16]1.